Dataset: the Open Reaction Database (ORD), a public repository of structured organic reaction records. Task: describe an organic reaction: reactants, conditions, products, and yield Starting materials: NC1CCCC2=CC=CC=C12 (1-aminotetralin), O[C@@H]1CC=2C=CC=C(C2C[C@H]1O)OCC1CO1 (1-[(trans-6,7-dihydroxy-5,6,7,8-tetrahydronaphth-1-yl)oxy]-2,3-epoxypropane). Run in C(C)O (ethanol). Yields the product C1(CCCC2=CC=CC=C12)NCC(COC1=CC=CC=2C[C@H]([C@@H](CC12)O)O)O (N-(1,2,3,4-tetrahydronaphth-1-yl)-2-hydroxy-3-(trans-6,7-dihydroxy-5,6,7,8-tetrahydronaphth-1-yloxy)propanamine). Isolated yield 48.0%. Reaction SMILES: [NH2:1][CH:2]1[C:11]2[C:6](=[CH:7][CH:8]=[CH:9][CH:10]=2)[CH2:5][CH2:4][CH2:3]1.[OH:12][C@H:13]1[C@H:22]([OH:23])[CH2:21][C:20]2[C:19]([O:24][CH2:25][CH:26]3[O:28][CH2:27]3)=[CH:18][CH:17]=[CH:16][C:15]=2[CH2:14]1>C(O)C>[CH:2]1([NH:1][CH2:27][CH:26]([OH:28])[CH2:25][O:24][C:19]2[C:20]3[CH2:21][C@@H:22]([OH:23])[C@H:13]([OH:12])[CH2:14][C:15]=3[CH:16]=[CH:17][CH:18]=2)[C:11]2[C:6](=[CH:7][CH:8]=[CH:9][CH:10]=2)[CH2:5][CH2:4][CH2:3]1. Reported procedure: A mixture of 1-aminotetralin (0.8 g) and 1-[(trans-6,7-dihydroxy-5,6,7,8-tetrahydronaphth-1-yl)oxy]-2,3-epoxypropane (1.3 g), prepared by the method described in J. Med. Chem., 1978, 21, No. 9, 913-922, in absolute ethanol (20 ml) is refluxed for 5 hours and the solvent is then evaporated off. The residue is chromatographed on a silica gel column eluting first with ethyl acetate and then with a mixture ethyl acetate/methanol 7/3 v/v. The combined fractions are evaporated to dryness yielding 1.0 ... Starting materials: BrCc1ccccc1, COc1ccc(S(=O)(=O)NC(CC(C)C)C(=O)OC(C)(C)C)cc1, CN(C)C=O, [H-], [Na+]. The product is COc1ccc(S(=O)(=O)N(Cc2ccccc2)C(CC(C)C)C(=O)OC(C)(C)C)cc1. Reaction SMILES: [Br:27][CH2:28][c:29]1[cH:30][cH:31][cH:32][cH:33][cH:34]1.[C:3]([CH3:4])([CH3:5])([CH3:6])[O:7][C:8]([CH:9]([NH:10][S:11](=[O:12])(=[O:13])[c:14]1[cH:15][cH:16][c:17]([O:20][CH3:21])[cH:18][cH:19]1)[CH2:22][CH:23]([CH3:24])[CH3:25])=[O:26].[CH3:35][N:36]([CH3:37])[CH:38]=[O:39].[H-:1].[Na+:2]>>[C:3]([CH3:4])([CH3:5])([CH3:6])[O:7][C:8]([CH:9]([N:10]([S:11](=[O:12])(=[O:13])[c:14]1[cH:15][cH:16][c:17]([O:20][CH3:21])[cH:18][cH:19]1)[CH2:28][c:29]1[cH:30][cH:31][cH:32][cH:33][cH:34]1)[CH2:22][CH:23]([CH3:24])[CH3:25])=[O:26]. The reactants are C(C)(=O)OCC (ethyl acetate), IC1=C(C=CC=C1)C(=C)C=1C=C2C(CCC(C2=CC1)(C)C)(C)C (6-[1-(2-iodophenyl)vinyl]-1,1,4,4-tetramethyl-1,2,3,4-tetrahydronaphthalene), C(CCC)N(CCCC)CCCC (tributylamine), [C]=O (carbon monoxide). The reagents and catalysts are C(C)(=O)[O-].C(C)(=O)[O-].[Pd+2] (palladium diacetate). The solvent is CO (methanol). Product: CC1(C=2C=CC(=CC2C(CC1)(C)C)C(=C)C1=C(C=CC=C1)C(=O)OC)C (Methyl 2-[1-(5,5,8,8-tetramethyl-5,6,7,8-tetrahydro-2-naphthyl)vinyl]phenylcarboxylate). Reaction SMILES: I[C:2]1[CH:7]=[CH:6][CH:5]=C[C:3]=1[C:8]([C:10]1[CH:11]=[C:12]2[C:17](=[CH:18][CH:19]=1)[C:16]([CH3:21])([CH3:20])[CH2:15][CH2:14][C:13]2([CH3:23])[CH3:22])=[CH2:9].C(N(CCCC)CCCC)CCC.[C]=O.[C:39]([O:42][CH2:43]C)(=[O:41])[CH3:40]>CO.C([O-])(=O)C.C([O-])(=O)C.[Pd+2]>[CH3:20][C:16]1([CH3:21])[CH2:15][CH2:14][C:13]([CH3:22])([CH3:23])[C:12]2[CH:11]=[C:10]([C:8]([C:3]3[CH:2]=[CH:7][CH:6]=[CH:5][C:40]=3[C:39]([O:42][CH3:43])=[O:41])=[CH2:9])[CH:19]=[CH:18][C:17]1=2 |f:5.6.7,^3:36|. Procedure details: A solution of 6-[1-(2-iodophenyl)vinyl]-1,1,4,4-tetramethyl-1,2,3,4-tetrahydronaphthalene (9.5 g, 22 mmol), palladium diacetate (560 mg, 2.5 mmol)-and tributylamine (12 ml, 50 mmol) in methanol (500 ml) is heated for 3 h at 100° C. under a pressure of carbon monoxide (3 bar). After concentration on an evaporator under vacuum at 40° C., the oil obtained is diluted in ethyl acetate and washed three times with water. The product is purified by flash chromatography on a column of silica. Reactants: O=[N+]([O-])c1cccnc1Cl, O=S(=O)(c1ccc(Cl)c(Cl)c1)C1CCNCC1. Yields the product O=[N+]([O-])c1cccnc1N1CCC(S(=O)(=O)c2ccc(Cl)c(Cl)c2)CC1. As a reaction SMILES: [Cl:18][c:19]1[n:20][cH:21][cH:22][cH:23][c:24]1[N+:25](=[O:26])[O-:27].[Cl:1][c:2]1[cH:3][c:4]([S:9](=[O:10])(=[O:11])[CH:12]2[CH2:13][CH2:14][NH:15][CH2:16][CH2:17]2)[cH:5][cH:6][c:7]1[Cl:8]>>[Cl:1][c:2]1[cH:3][c:4]([S:9](=[O:10])(=[O:11])[CH:12]2[CH2:13][CH2:14][N:15]([c:19]3[n:20][cH:21][cH:22][cH:23][c:24]3[N+:25](=[O:26])[O-:27])[CH2:16][CH2:17]2)[cH:5][cH:6][c:7]1[Cl:8]. The reactants are C(C)(=O)N1N(C(CC2=CC=CC=C12)=O)C(C)=O (1,2-diacetyl-1,4-dihydro-3(2H)cinnolinone), C(C)(=O)OC(C)=O (acetic anhydride), COC(OC)OC (trimethylorthoformate). The solvent is CN(C=O)C (dimethylformamide). The product is CO\C=C\1/C(N(N(C2=CC=CC=C12)C(C)=O)C(C)=O)=O ((Z)-1,1′-(4-(methoxymethylene)-3-oxo-3,4-dihydrocinnoline-1,2-diyl)diethanone). RXN SMILES: [C:1]([N:4]1[C:13]2[C:8](=[CH:9][CH:10]=[CH:11][CH:12]=2)[CH2:7][C:6](=[O:14])[N:5]1[C:15](=[O:17])[CH3:16])(=[O:3])[CH3:2].[C:18]([O:21][C:22](=O)C)(=O)C.COC(OC)OC>CN(C)C=O>[CH3:18][O:21]/[CH:22]=[C:7]1\[C:6](=[O:14])[N:5]([C:15](=[O:17])[CH3:16])[N:4]([C:1](=[O:3])[CH3:2])[C:13]2[C:8]\1=[CH:9][CH:10]=[CH:11][CH:12]=2. Procedure details: To a solution of 1,2-diacetyl-1,4-dihydro-3(2H)cinnolinone (0.34 g, 1.5 mmol) in dimethylformamide (3.6 mL) is added acetic anhydride (5 mL), followed by trimethylorthoformate (0.64 mL). The mixture is heated at reflux for 12 hours. After cooling to room temperature, the mixture is purified by semi-preparative reverse-phase HPLC, employing a gradient elution from 5% acetonitrile in water with 0.1% trifluoroacetic acid to 100% acetonitrile over 60 minutes. The desired fractions were concentrated ... Reactants: O=C([O-])[O-], Cc1ccc(S(=O)(=O)Nc2ccc3c(Cl)nccc3c2)cc1, [K+], [K+], [Na+], [OH-], O=S(=O)(O)O. Yields the product Nc1ccc2c(Cl)nccc2c1. RXN SMILES: [C:25](=[O:26])([O-:27])[O-:28].[Cl:1][c:2]1[n:3][cH:4][cH:5][c:6]2[cH:7][c:8]([NH:12][S:13]([c:14]3[cH:15][cH:16][c:17]([CH3:18])[cH:19][cH:20]3)(=[O:21])=[O:22])[cH:9][cH:10][c:11]12.[K+:29].[K+:30].[Na+:24].[OH-:23].[S:31](=[O:32])(=[O:33])([OH:34])[OH:35]>>[Cl:1][c:2]1[n:3][cH:4][cH:5][c:6]2[cH:7][c:8]([NH2:12])[cH:9][cH:10][c:11]12. Starting materials: ClC1=C(C=CC=C1)/C=C/C1=CC(=C(C(=O)OC(C)(C)C)C=C1)NC1=CC=C(C=C1)F (tert-butyl 4-((E)-2-(2-chlorophenyl)vinyl)-2-(4-fluoroanilino)benzoate). Run in FC(C(=O)O)(F)F (Trifluoroacetic acid). The product is ClC1=C(C=CC=C1)/C=C/C1=CC(=C(C(=O)O)C=C1)NC1=CC=C(C=C1)F (4-((E)-2-(2-chlorophenyl)vinyl)-2-(4-fluoroanilino)benzoic acid). As a reaction SMILES: [Cl:1][C:2]1[CH:7]=[CH:6][CH:5]=[CH:4][C:3]=1/[CH:8]=[CH:9]/[C:10]1[CH:22]=[CH:21][C:13]([C:14]([O:16]C(C)(C)C)=[O:15])=[C:12]([NH:23][C:24]2[CH:29]=[CH:28][C:27]([F:30])=[CH:26][CH:25]=2)[CH:11]=1>FC(F)(F)C(O)=O>[Cl:1][C:2]1[CH:7]=[CH:6][CH:5]=[CH:4][C:3]=1/[CH:8]=[CH:9]/[C:10]1[CH:22]=[CH:21][C:13]([C:14]([OH:16])=[O:15])=[C:12]([NH:23][C:24]2[CH:25]=[CH:26][C:27]([F:30])=[CH:28][CH:29]=2)[CH:11]=1. Procedure: Trifluoroacetic acid 10 mL solution of the obtained tert-butyl 4-((E)-2-(2-chlorophenyl)vinyl)-2-(4-fluoroanilino)benzoate was stirred at room temperature for 2 hours. The solvent was removed under reduced pressure, the obtained residue was refined by reversed-phase silica gel column chromatography [eluent; 85-100% acetonitrile/0.1% trifluoroacetic acid aqueous solution] to give 4-((E)-2-(2-chlorophenyl)vinyl)-2-(4-fluoroanilino)benzoic acid 4.6 mg of a yellow solid. Starting materials: FC1=CC2=C(N(C(N2CC)=O)C2CCNCC2)C=C1 (4-(5-fluoro-3-ethyl-2-oxo-1-benzimidazolinyl)piperidine), O=S1(N(C(C2=C1C=CC(=C2)Cl)=O)CCCCBr)=O (1,1-dioxido-2-(4-bromobutyl)-5-chloro-1,2-benzisothiazol-3(2H)-one). Yields the product O=S1(N(C(C2=C1C=CC(=C2)Cl)=O)CCCCN2CCC(CC2)N2C(N(C1=C2C=CC(=C1)F)CC)=O)=O (1,1-Dioxido-2-(4-(4-(5-fluoro-3-ethyl-2-oxo-1-benzimidazolinyl)piperidin-1-yl)butyl)-5-chloro-1,2-benzisothiazol-3(2H)-one). RXN SMILES: [F:1][C:2]1[CH:19]=[CH:18][C:5]2[N:6]([CH:12]3[CH2:17][CH2:16][NH:15][CH2:14][CH2:13]3)[C:7](=[O:11])[N:8]([CH2:9][CH3:10])[C:4]=2[CH:3]=1.[O:20]=[S:21]1(=[O:37])[C:25]2[CH:26]=[CH:27][C:28]([Cl:30])=[CH:29][C:24]=2[C:23](=[O:31])[N:22]1[CH2:32][CH2:33][CH2:34][CH2:35]Br>>[O:37]=[S:21]1(=[O:20])[C:25]2[CH:26]=[CH:27][C:28]([Cl:30])=[CH:29][C:24]=2[C:23](=[O:31])[N:22]1[CH2:32][CH2:33][CH2:34][CH2:35][N:15]1[CH2:16][CH2:17][CH:12]([N:6]2[C:5]3[CH:18]=[CH:19][C:2]([F:1])=[CH:3][C:4]=3[N:8]([CH2:9][CH3:10])[C:7]2=[O:11])[CH2:13][CH2:14]1. Procedure details: Starting with 4-(5-fluoro-3-ethyl-2-oxo-1-benzimidazolinyl)piperidine and 1,1-dioxido-2-(4-bromobutyl)-5-chloro-1,2-benzisothiazol-3(2H)-one and following the procedure of Example 1, the title compound was obtained as the HCl salt, melting point 266-268° C. The NMR was consistent with the structure. Starting materials: CN(C1=CCC2=CC=CC=C12)C (N,N-dimethyl-1H-inden-3-amine), [Li]CCCC (n-BuLi), [Li]CCCC (n-BuLi). Solvent: CCCCCC (hexane). Run at time 8 hour. Yields the product CN(C1(C=CC2=CC=CC=C12)[Li])C ((1-(dimethylamino)-1H-indenyl)lithium). Isolated yield 90.7%. RXN SMILES: [CH3:1][N:2]([CH3:12])[C:3]1[C:11]2[C:6](=[CH:7][CH:8]=[CH:9][CH:10]=2)[CH2:5][CH:4]=1.[Li:13]CCCC>CCCCCC>[CH3:1][N:2]([CH3:12])[C:3]1([Li:13])[C:11]2[C:6](=[CH:7][CH:8]=[CH:9][CH:10]=2)[CH:5]=[CH:4]1. Procedure: In the drybox 3.8 g (23.9 mmol) of N,N-dimethyl-1H-inden-3-amine was combined with 100 mL of hexane. To this solution 15 mL (23.9 mmol) of n-BuLi (1.6 M) was added dropwise. Upon complete addition of the n-BuLi the solution was stirred overnight. The resulting precipitate was collected via filtration, washed with hexane and dried under reduced pressure to give 3.58 g of product. Yield 91 percent. Reactants: C12CN(CC(CC1)N2)C2=C(C=C1C(C(=CN(C1=N2)C(C)(C)C)C(=O)O)=O)F (7-(3,8-diazabicyclo[3.2.1]octan-3-yl)-1-(1,1-dimethylethyl)-1,4-dihydro-6-fluoro-4-oxo-1,8-naphthyridine-3-carboxylic acid), CS(=O)(=O)[O-] (methanesulfonate). Yields the product CS(=O)(=O)O.CN1C2CN(CC1CC2)C2=C(C=C1C(C(=CN(C1=N2)C(C)(C)C)C(=O)O)=O)F (7-(8-methyl-3,8-diazabicyclo[3.2.1]octan-3-yl)-1-(1,1-dimethylethyl)-1,4-dihydro-6-fluoro-4-oxo-1,8-naphthyridine-3-carboxylic acid, methanesulfonate salt). RXN SMILES: [CH:1]12[NH:8][CH:5]([CH2:6][CH2:7]1)[CH2:4][N:3]([C:9]1[N:18]=[C:17]3[C:12]([C:13](=[O:26])[C:14]([C:23]([OH:25])=[O:24])=[CH:15][N:16]3[C:19]([CH3:22])([CH3:21])[CH3:20])=[CH:11][C:10]=1[F:27])[CH2:2]2.[CH3:28][S:29]([O-:32])(=[O:31])=[O:30]>>[CH3:28][S:29]([OH:32])(=[O:31])=[O:30].[CH3:28][N:8]1[CH:5]2[CH2:6][CH2:7][CH:1]1[CH2:2][N:3]([C:9]1[N:18]=[C:17]3[C:12]([C:13](=[O:26])[C:14]([C:23]([OH:25])=[O:24])=[CH:15][N:16]3[C:19]([CH3:20])([CH3:21])[CH3:22])=[CH:11][C:10]=1[F:27])[CH2:4]2 |f:2.3|. Procedure: 7-(3,8-diazabicyclo[3.2.1]octan-3-yl)-1-(1,1-dimethylethyl)-1,4-dihydro-6-fluoro-4-oxo-1,8-naphthyridine-3-carboxylic acid, methanesulfonate.